describe an organic reaction: reactants, conditions, products, and yield From a dataset of the Open Reaction Database (ORD), a public repository of structured organic reaction records. Reactants: OC1=NC(=NC(=C1)O)S (4,6-dihydroxy-2-mercaptopyrimidine), BrC1=CC=C(S1)C=O (5-bromothiophenecarboxaldehyde), C(C)(=O)O (acetic acid), CN(C)C=O (DMF). Run in O (water). Conditions: time 1 minute. Product: BrC1=CC=C(S1)C=C1C(NC(NC1=O)=S)=O (5-(5-bromothiophen-2-ylmethylene)-2-thioxodihydropyrimidine-4,6-dione). The yield is 29.0%. Reaction SMILES: [OH:1][C:2]1[CH:7]=[C:6]([OH:8])[N:5]=[C:4]([SH:9])[N:3]=1.[Br:10][C:11]1[S:15][C:14]([CH:16]=O)=[CH:13][CH:12]=1.C(O)(=O)C.CN(C=O)C>O>[Br:10][C:11]1[S:15][C:14]([CH:16]=[C:7]2[C:6](=[O:8])[NH:5][C:4](=[S:9])[NH:3][C:2]2=[O:1])=[CH:13][CH:12]=1. Procedure: In a procedure identical to Example 1, 0.144 g (1 mmol) of 4,6-dihydroxy-2-mercaptopyrimidine, and 0.207 g (1 mmol) of 5-bromothiophenecarboxaldehyde in a solution of 2 ml of glacial acetic acid and 4 ml of DMF was heated at 80° C. for 12 hours. Upon cooling to room temperature, the reaction was poured into water and the precipitate collected by filtration. The crude product was washed with water, and the solid boiled in methanol for 1 minute. Filtration provided 92 mg of product as an orange so... Starting materials: COC1=C(C=C(C=N1)N1S(C2=C(NC1=O)C=CC=C2)(=O)=O)C (2-(6-methoxy-5-methylpyridin-3-yl)-2H-1,2,4-benzothiadiazin-3(4H)-one 1,1-dioxide), FC1=C(CBr)C(=CC(=C1)OC)F (2,6-difluoro-4-methoxybenzyl bromide), C(=O)([O-])[O-].[K+].[K+] (K2CO3), COC1=C(C=C(C=C1C)N1S(C2=C(N(C1=O)CC1=C(C=C(C=C1F)F)F)C=CC=C2)(=O)=O)C (2-(4-methoxy-3,5-dimethylphenyl)-4-(2,4,6-trifluorobenzyl)-2H-1,2,4-benzothiadiazin-3(4H)-one 1,1-dioxide). The solvent is CN(C)C=O (DMF). Product: FC1=C(CN2C(N(S(C3=C2C=CC=C3)(=O)=O)C=3C=NC(=C(C3)C)OC)=O)C(=CC(=C1)OC)F (4-(2,6-Difluoro-4-methoxybenzyl)-2-(6-methoxy-5-methylpyridin-3-yl)-2H-1,2,4-benzothiadiazin-3(4H)-one 1,1-dioxide). Isolated yield 26.0%. As a reaction SMILES: [CH3:1][O:2][C:3]1[N:8]=[CH:7][C:6]([N:9]2[C:14](=[O:15])[NH:13][C:12]3[CH:16]=[CH:17][CH:18]=[CH:19][C:11]=3[S:10]2(=[O:21])=[O:20])=[CH:5][C:4]=1[CH3:22].[F:23][C:24]1[CH:31]=[C:30]([O:32][CH3:33])[CH:29]=[C:28]([F:34])[C:25]=1[CH2:26]Br.C([O-])([O-])=O.[K+].[K+].COC1C(C)=CC(N2C(=O)N(CC3C(F)=CC(F)=CC=3F)C3C=CC=CC=3S2(=O)=O)=CC=1C>CN(C=O)C>[F:23][C:24]1[CH:31]=[C:30]([O:32][CH3:33])[CH:29]=[C:28]([F:34])[C:25]=1[CH2:26][N:13]1[C:12]2[CH:16]=[CH:17][CH:18]=[CH:19][C:11]=2[S:10](=[O:21])(=[O:20])[N:9]([C:6]2[CH:7]=[N:8][C:3]([O:2][CH3:1])=[C:4]([CH3:22])[CH:5]=2)[C:14]1=[O:15] |f:2.3.4|. Procedure details: The title compound (60 mg, 0.13 mmol) was prepared from 2-(6-methoxy-5-methylpyridin-3-yl)-2H-1,2,4-benzothiadiazin-3(4H)-one 1,1-dioxide (IntA28) (161 mg, 0.50 mmol), 2,6-difluoro-4-methoxybenzyl bromide (179 mg, 0.76 mmol) and K2CO3 (104 mg, 0.75 mmol) in DMF (3 mL) using the methods of (115).